Dataset: the Open Reaction Database (ORD), a public repository of structured organic reaction records. Task: describe an organic reaction: reactants, conditions, products, and yield Starting materials: O1N=C(C=C1)NC[C@H]1CN(C(O1)=O)C1=CC(=C(C=C1)N1C[C@H](CC1)NC(C)=O)F (5(S)-Isoxazol-3-ylaminomethyl-3-(4-(3(S)-acetamidopyrrolidin-1-yl)-3-fluorophenyl)oxazolidin-2-one), Cl.N[C@H]1CN(CC1)C1=C(C=C(C=C1)N1C(O[C@H](C1)CN(C(=O)OCC(Cl)(Cl)Cl)C1=NOC=C1)=O)F (3-(4-(3(R)-aminopyrrolidin-1-yl)-3-fluorophenyl)-5(R)-(N-(2,2,2-trichloroethyloxycarbonyl)isoxazol-3-ylaminomethyl)oxazolidin-2-one hydrochloride salt), ClC(=O)OC (methyl chloroformate). Yields the product COC(=O)N[C@H]1CN(CC1)C1=C(C=C(C=C1)N1C(O[C@H](C1)CN(C(=O)OCC(Cl)(Cl)Cl)C1=NOC=C1)=O)F (3-(4-(3(R)-Methoxycarbonylaminopyrrolidin-1-yl)-3-fluorophenyl)-5(R)-(N-(2,2,2-trichloro-ethyloxycarbonyl)isoxazol-3-ylaminomethyl)oxazolidin-2-one). RXN SMILES: O1C=CC(NC[C@@H:8]2[O:12][C:11](=[O:13])N(C3C=CC(N4CC[C@H](NC(=O)C)C4)=C(F)C=3)C2)=N1.Cl.[NH2:31][C@@H:32]1[CH2:36][CH2:35][N:34]([C:37]2[CH:42]=[CH:41][C:40]([N:43]3[CH2:47][C@H:46]([CH2:48][N:49]([C:58]4[CH:62]=[CH:61][O:60][N:59]=4)[C:50]([O:52][CH2:53][C:54]([Cl:57])([Cl:56])[Cl:55])=[O:51])[O:45][C:44]3=[O:63])=[CH:39][C:38]=2[F:64])[CH2:33]1.ClC(OC)=O>>[CH3:8][O:12][C:11]([NH:31][C@@H:32]1[CH2:36][CH2:35][N:34]([C:37]2[CH:42]=[CH:41][C:40]([N:43]3[CH2:47][C@H:46]([CH2:48][N:49]([C:58]4[CH:62]=[CH:61][O:60][N:59]=4)[C:50]([O:52][CH2:53][C:54]([Cl:57])([Cl:55])[Cl:56])=[O:51])[O:45][C:44]3=[O:63])=[CH:39][C:38]=2[F:64])[CH2:33]1)=[O:13] |f:1.2|. Procedure: Using essentially the method for the intermediate of Example 12, starting from 3-(4-(3(R)-aminopyrrolidin-1-yl)-3-fluorophenyl)-5(R)-(N-(2,2,2-trichloroethyloxycarbonyl)isoxazol-3-ylaminomethyl)oxazolidin-2-one hydrochloride salt (1.61 g, 2.81 mM) and methyl chloroformate gave the desired product (1.61 g). Reactants: COc1ccc(Cl)c(Oc2c(CCl)nc(N3CCOCC3)nc2NS(=O)(=O)c2ccc(C(C)(C)C)cc2)c1, CC(C)=O, [Na+], [Na+], [O-]c1ccccc1, [OH-], O, Oc1ccccc1. Product: COc1ccc(Cl)c(Oc2c(COc3ccccc3)nc(N3CCOCC3)nc2NS(=O)(=O)c2ccc(C(C)(C)C)cc2)c1. Reaction SMILES: [C:1]([CH3:2])([CH3:3])([CH3:4])[c:5]1[cH:6][cH:7][c:8]([S:11](=[O:12])(=[O:13])[NH:14][c:15]2[n:16][c:17]([N:33]3[CH2:34][CH2:35][O:36][CH2:37][CH2:38]3)[n:18][c:19]([CH2:31][Cl:32])[c:20]2[O:21][c:22]2[c:23]([Cl:30])[cH:24][cH:25][c:26]([O:28][CH3:29])[cH:27]2)[cH:9][cH:10]1.[CH3:56][C:57](=[O:58])[CH3:59].[Na+:39].[Na+:55].[O-:40][c:41]1[cH:42][cH:43][cH:44][cH:45][cH:46]1.[OH-:54].[OH2:60].[OH:47][c:48]1[cH:49][cH:50][cH:51][cH:52][cH:53]1>>[C:1]([CH3:2])([CH3:3])([CH3:4])[c:5]1[cH:6][cH:7][c:8]([S:11](=[O:12])(=[O:13])[NH:14][c:15]2[n:16][c:17]([N:33]3[CH2:34][CH2:35][O:36][CH2:37][CH2:38]3)[n:18][c:19]([CH2:31][O:40][c:41]3[cH:42][cH:43][cH:44][cH:45][cH:46]3)[c:20]2[O:21][c:22]2[c:23]([Cl:30])[cH:24][cH:25][c:26]([O:28][CH3:29])[cH:27]2)[cH:9][cH:10]1. The reactants are C(O)([O-])=O.[Na+] (sodium hydrogen carbonate), 12.9, Br.Br.N1(CCNCC1)C1=CC=C(C=C1)O (4-(1-piperazinyl)-phenol dihydrobromide), C(C)O (ethanol), CS(=O)(=O)Cl (methanesulfonyl chloride). Solvent: O (water). Run at time 8 hour. Yields the product OC1=CC=C(C=C1)N1CCN(CC1)S(=O)(=O)C (1-(4-hydroxyphenyl)-4-(methylsulfonyl)piperazine). Reaction SMILES: Br.Br.[N:3]1([C:9]2[CH:14]=[CH:13][C:12]([OH:15])=[CH:11][CH:10]=2)[CH2:8][CH2:7][NH:6][CH2:5][CH2:4]1.C(O)C.C(=O)([O-])O.[Na+].[CH3:24][S:25](Cl)(=[O:27])=[O:26]>O>[OH:15][C:12]1[CH:11]=[CH:10][C:9]([N:3]2[CH2:4][CH2:5][N:6]([S:25]([CH3:24])(=[O:27])=[O:26])[CH2:7][CH2:8]2)=[CH:14][CH:13]=1 |f:0.1.2,4.5|. Reported procedure: To a stirred mixture of 12.9 parts of 4-(1-piperazinyl)-phenol dihydrobromide, 40 parts of ethanol and 50 parts of water are added 12.6 parts of sodium hydrogen carbonate. Then there are added dropwise 6.4 parts of methanesulfonyl chloride at 0° C. Upon completion, stirring is continued overnight. The precipitated product is filtered off and taken up in water. The whole is alkalized with a sodium hydroxide solution and stirred for 30 minutes at room temperature. The mixture is filtered over hyfl... Reactants: c1(C(OO)(C)C)ccccc1, c12c([C@H]([C@H]3N4C[C@@H]([C@H](C3)CC4)CC)O)ccnc1ccc(c2)OC. Reagents/catalysts: c1ccc(cc1)-c2c3ccccc3cc4ccccc24 (9-Phenylanthracene), C1=CN=CN1   (Imdazole), c12ccc3n1[Co]n1c(c(c4nc(C=C4)c3c3c(cccc3Cl)Cl)c3c(cccc3Cl)Cl)ccc1c(c1C=Cc(n1)c2c1c(cccc1Cl)Cl)c1c(cccc1Cl)Cl (Co[TDClPP]). Solvent: CC#N  (MeCN), C(CCl)Cl (DCE). Reaction conditions: temperature 25 celsius, time 18 hour. Yields the product CC[C@H]1CN2CC[C@H]1C[C@H]2[C@H](O)c3cc(O)nc4ccc(OC)cc34. RXN SMILES: [CH3:1][CH2:2][C@@H:3]1[C@H:8]([CH2:9][C@@H:10]([C@@H:11]([c:13]2[c:24]([c:17]3[n:16][cH:15][cH:14]2)[cH:23][c:20]([O:21][CH3:22])[cH:19][cH:18]3)[OH:12])[N:5]4[CH2:4]1)[CH2:7][CH2:6]4.CC(c1ccccc1)(O[OH:25])C>>[CH3:1][CH2:2][C@@H:3]1[C@H:8]([CH2:9][C@@H:10]([C@@H:11]([c:13]2[c:24]([c:17]3[n:16][c:15]([OH:25])[cH:14]2)[cH:23][c:20]([O:21][CH3:22])[cH:19][cH:18]3)[OH:12])[N:5]4[CH2:4]1)[CH2:7][CH2:6]4. Starting materials: CCCc1c(-c2nc(-c3ccc(C(O)CBr)cc3)no2)noc1-c1ccccc1, O=C(O)C1CNCCN1, CCCC[N+](CCCC)(CCCC)CCCC, CS(C)=O, CO, [OH-]. Product: CCCc1c(-c2nc(-c3ccc(C(O)CN4CCNC(C(=O)O)C4)cc3)no2)noc1-c1ccccc1. RXN SMILES: [Br:28][CH2:29][CH:30]([OH:31])[c:32]1[cH:33][cH:34][c:35](-[c:38]2[n:39][o:40][c:41](-[c:43]3[n:44][o:45][c:46](-[c:51]4[cH:52][cH:53][cH:54][cH:55][cH:56]4)[c:47]3[CH2:48][CH2:49][CH3:50])[n:42]2)[cH:36][cH:37]1.[C:1](=[O:2])([OH:3])[CH:4]1[NH:5][CH2:6][CH2:7][NH:8][CH2:9]1.[CH2:11]([N+:12]([CH2:13][CH2:14][CH2:15][CH3:16])([CH2:17][CH2:18][CH2:19][CH3:20])[CH2:21][CH2:22][CH2:23][CH3:24])[CH2:25][CH2:26][CH3:27].[CH3:57][S:58]([CH3:59])=[O:60].[CH3:61][OH:62].[OH-:10]>>[C:1](=[O:2])([OH:3])[CH:4]1[NH:5][CH2:6][CH2:7][N:8]([CH2:29][CH:30]([OH:31])[c:32]2[cH:33][cH:34][c:35](-[c:38]3[n:39][o:40][c:41](-[c:43]4[n:44][o:45][c:46](-[c:51]5[cH:52][cH:53][cH:54][cH:55][cH:56]5)[c:47]4[CH2:48][CH2:49][CH3:50])[n:42]3)[cH:36][cH:37]2)[CH2:9]1. Starting materials: CC(=O)O[BH-](OC(C)=O)OC(C)=O, CC(=O)O, ClCCl, Cl, O=Cc1ccc([N+](=O)[O-])cc1, CC(C)CC(N)C(=O)OC1CCCC1, [Na+], [Na+], [OH-]. The product is CC(C)CC(NCc1ccc([N+](=O)[O-])cc1)C(=O)OC1CCCC1. RXN SMILES: [C:26]([O:27][BH-:28]([O:29][C:30](=[O:31])[CH3:32])[O:33][C:34](=[O:35])[CH3:36])(=[O:37])[CH3:38].[CH3:46][C:47](=[O:48])[OH:49].[Cl:43][CH2:44][Cl:45].[ClH:40].[N+:15](=[O:16])([O-:17])[c:18]1[cH:19][cH:20][c:21]([CH:22]=[O:23])[cH:24][cH:25]1.[NH2:1][CH:2]([CH2:3][CH:4]([CH3:5])[CH3:6])[C:7](=[O:8])[O:9][CH:10]1[CH2:11][CH2:12][CH2:13][CH2:14]1.[Na+:39].[Na+:42].[OH-:41]>>[NH:1]([CH:2]([CH2:3][CH:4]([CH3:5])[CH3:6])[C:7](=[O:8])[O:9][CH:10]1[CH2:11][CH2:12][CH2:13][CH2:14]1)[CH2:22][c:21]1[cH:20][cH:19][c:18]([N+:15](=[O:16])[O-:17])[cH:25][cH:24]1. Starting materials: NC1=CC=CC=C1 (aniline), C(C=C)(=O)OCC (ethyl acrylate), Cl (HCl). Solvent: C(C)O (ethanol). The product is ClC1=CC=C(C=C1)NCCC(=O)OCC (ethyl N-(4-chlorophenyl)-3-aminopropionate). As a reaction SMILES: [NH2:1][C:2]1[CH:7]=[CH:6][CH:5]=[CH:4][CH:3]=1.[C:8]([O:12][CH2:13][CH3:14])(=[O:11])[CH:9]=[CH2:10].[ClH:15]>C(O)C>[Cl:15][C:5]1[CH:6]=[CH:7][C:2]([NH:1][CH2:10][CH2:9][C:8]([O:12][CH2:13][CH3:14])=[O:11])=[CH:3][CH:4]=1. Reported procedure: A mixture of aniline (1.4 ml), ethyl acrylate (3.4 ml), and conc. HCl (1.6 ml) in ethanol (17 ml) was heated to reflux for 24 h. Then the solvent was removed and the residue partitioned between an excess of ammonia solution and dichloromethane. The organic layer was separated, washed with brine, dried (MgSO4), and evaporated. The residue was purified by flash chromatography on silica gel (hexane/ethyl acetate 2:1) to provide ethyl N-(4-chlorophenyl)-3-aminopropionate (1.27 g) as yellowish oil.